Dataset: the Open Reaction Database (ORD), a public repository of structured organic reaction records. Task: describe an organic reaction: reactants, conditions, products, and yield Starting materials: C([O-])([O-])=O.[Na+].[Na+] (Sodium carbonate), S(=O)(=O)(OC)OC (dimethyl sulfate), OC1=CC(OC(=C1)C(F)(F)F)=O (4-hydroxy-6-trifluoromethylpyran-2-one). The solvent is CC(=O)C (acetone). Product: COC1=CC(OC(=C1)C(F)(F)F)=O (4-methoxy-6-trifluoromethylpyran-2-one). Isolated yield 107.7%. RXN SMILES: [C:1](=O)([O-])[O-].[Na+].[Na+].S(OC)(OC)(=O)=O.[OH:14][C:15]1[CH:20]=[C:19]([C:21]([F:24])([F:23])[F:22])[O:18][C:17](=[O:25])[CH:16]=1>CC(C)=O>[CH3:1][O:14][C:15]1[CH:20]=[C:19]([C:21]([F:22])([F:23])[F:24])[O:18][C:17](=[O:25])[CH:16]=1 |f:0.1.2|. Procedure: Sodium carbonate (1.35 g, 13 mmol) and dimethyl sulfate (2.17 g, 17 mmol) were added to a solution of 4-hydroxy-6-trifluoromethylpyran-2-one (3.0 g, 17 mmol) in acetone (50 mL). The mixture was heated under reflux for 3 hours and, after cooling, filtered. Concentration of the filtrate resulted in 2.9 g of crude product as a brown oil. It was possible to obtain 4-methoxy-6-trifluoromethylpyran-2-one (2.74 g, 14 mmol, 83%) as colorless needles with a melting point of 61° C. by crystallization from... The reactants are O=C(Cl)c1c(Br)cc(Br)cc1Br, O=C1NC(=O)c2c(Cl)c(Cl)c(Cl)c(Cl)c21, [K], C1COCCO1. Product: O=C(c1c(Br)cc(Br)cc1Br)N1C(=O)c2c(Cl)c(Cl)c(Cl)c(Cl)c2C1=O. Reaction SMILES: [Br:17][c:18]1[c:19]([C:20](=[O:21])[Cl:22])[c:23]([Br:28])[cH:24][c:25]([Br:27])[cH:26]1.[Cl:2][c:3]1[c:4]2[c:5]([c:11]([Cl:16])[c:12]([Cl:15])[c:13]1[Cl:14])[C:6](=[O:7])[NH:8][C:9]2=[O:10].[K:1].[O:29]1[CH2:30][CH2:31][O:32][CH2:33][CH2:34]1>>[Cl:2][c:3]1[c:4]2[c:5]([c:11]([Cl:16])[c:12]([Cl:15])[c:13]1[Cl:14])[C:6](=[O:7])[N:8]([C:20]([c:19]1[c:18]([Br:17])[cH:26][c:25]([Br:27])[cH:24][c:23]1[Br:28])=[O:21])[C:9]2=[O:10]. The reactants are CC(CNC(=O)NCC)(C)O (N-(2-methyl-2-hydroxypropyl)-N'-ethylurea), S(=O)(Cl)Cl (thionyl chloride). Run in C(Cl)Cl (CH2Cl2), C(Cl)Cl (CH2Cl2). Conditions: time 2 hour. Yields the product C(C)NC=1OC(CN1)(C)C (2-ethylamino-5,5-dimethyloxazoline). Isolated yield 50.0%. RXN SMILES: [CH3:1][C:2]([OH:11])([CH3:10])[CH2:3][NH:4][C:5]([NH:7][CH2:8][CH3:9])=O.S(Cl)(Cl)=O>C(Cl)Cl>[CH2:8]([NH:7][C:5]1[O:11][C:2]([CH3:1])([CH3:10])[CH2:3][N:4]=1)[CH3:9]. Reported procedure: To a solution of N-(2-methyl-2-hydroxypropyl)-N'-ethylurea (7.2 g, 45 mmol) in CH2Cl2 (100 mL) at 0° C. was added a solution of thionyl chloride (5.4 g, 45 mmol) in CH2Cl2 (20 mL). The mixture was warmed to ambient temperature. After 2 hours, the mixture was concentrated in vacuo, and the resulting solid triturated with boiling water. The mixture was cooled to ambient temperature and made basic by addition of saturated aqueous K2CO3. The mixture was extracted with methylene chloride, dried over ... The reactants are BrC1=CC=C2C3=C(C=CC=C13)C(N(C2=O)C2=C(C=CC=C2C(C)C)C(C)C)=O (4-bromo-N-(2,6-diisopropylphenyl)naphthalene-1,8-dicarboximide), [Cu]C#N (copper(I) cyanide), O (water). The solvent is CN1C(CCC1)=O (N-methylpyrrolidone). Product: C(#N)C1=CC=C2C3=C(C=CC=C13)C(N(C2=O)C2=C(C=CC=C2C(C)C)C(C)C)=O (4-cyano-N-(2,6-diisopropylphenyl)naphthalene-1,8-dicarboximide). The yield is 71.8%. RXN SMILES: Br[C:2]1[C:11]2[C:6]3=[C:7]([C:12](=[O:28])[N:13]([C:16]4[C:21]([CH:22]([CH3:24])[CH3:23])=[CH:20][CH:19]=[CH:18][C:17]=4[CH:25]([CH3:27])[CH3:26])[C:14](=[O:15])[C:5]3=[CH:4][CH:3]=1)[CH:8]=[CH:9][CH:10]=2.[Cu][C:30]#[N:31].O>CN1CCCC1=O>[C:30]([C:2]1[C:11]2[C:6]3=[C:7]([C:12](=[O:28])[N:13]([C:16]4[C:17]([CH:25]([CH3:27])[CH3:26])=[CH:18][CH:19]=[CH:20][C:21]=4[CH:22]([CH3:24])[CH3:23])[C:14](=[O:15])[C:5]3=[CH:4][CH:3]=1)[CH:8]=[CH:9][CH:10]=2)#[N:31]. Reported procedure: 24.8 g of 4-bromo-N-(2,6-diisopropylphenyl)naphthalene-1,8-dicarboximide and 7.5 g of copper(I) cyanide in 150 ml of N-methylpyrrolidone were heated at 210° C. for 4 hours. After cooling, water was added to the reaction mixture, producing a precipitate. The precipitate was filtered off, washed and dried. Column chromatography of the precipitate on silica gel (eluent: dichloromethane) gave 15.6 g of 4-cyano-N-(2,6-diisopropylphenyl)naphthalene-1,8-dicarboximide having a melting point of 291° C. The reactants are C(C)(=O)OCC (ethyl acetate), C(C1=CC=CC=C1)OC1=CC=C(C=C1)B(O)O (4-benzyloxyphenylboronic acid), C([O-])([O-])=O.[Na+].[Na+] (sodium carbonate), BrC=1C=C2C(=NN(C2=CC1Br)COCC[Si](C)(C)C)NC(CCC)=O (N-[5,6-dibromo-1-[[2-(trimethylsilyl)ethoxy]methyl]-1H-indazol-3-yl]butanamide). The reagents and catalysts are C=1C=CC(=CC1)[P](C=2C=CC=CC2)(C=3C=CC=CC3)[Pd]([P](C=4C=CC=CC4)(C=5C=CC=CC5)C=6C=CC=CC6)([P](C=7C=CC=CC7)(C=8C=CC=CC8)C=9C=CC=CC9)[P](C=1C=CC=CC1)(C=1C=CC=CC1)C=1C=CC=CC1 (tetrakis(triphenylphosphine)palladium). Run in O (water), O (water), O1CCOCC1 (dioxane). Yields the product C1(=CC=CC=C1)COC1=CC=C(C=C1)C=1C=C2C(=NN(C2=CC1C1=CC=C(C=C1)OCC1=CC=CC=C1)COCC[Si](C)(C)C)NC(CCC)=O (N-[5,6-bis[4-(phenylmethoxy)phenyl]-1-[[2-(trimethylsilyl)ethoxy]methyl]-1H-indazol-3-yl]butanamide). Reaction SMILES: [CH2:1]([O:8][C:9]1[CH:14]=[CH:13][C:12](B(O)O)=[CH:11][CH:10]=1)[C:2]1[CH:7]=[CH:6][CH:5]=[CH:4][CH:3]=1.C(=O)([O-])[O-].[Na+].[Na+].Br[C:25]1[CH:26]=[C:27]2[C:31](=[CH:32][C:33]=1Br)[N:30]([CH2:35][O:36][CH2:37][CH2:38][Si:39]([CH3:42])([CH3:41])[CH3:40])[N:29]=[C:28]2[NH:43][C:44](=[O:48])[CH2:45][CH2:46][CH3:47].[C:49]([O:52][CH2:53][CH3:54])(=O)[CH3:50]>O.O1CCOCC1.C1C=CC([P]([Pd]([P](C2C=CC=CC=2)(C2C=CC=CC=2)C2C=CC=CC=2)([P](C2C=CC=CC=2)(C2C=CC=CC=2)C2C=CC=CC=2)[P](C2C=CC=CC=2)(C2C=CC=CC=2)C2C=CC=CC=2)(C2C=CC=CC=2)C2C=CC=CC=2)=CC=1>[C:2]1([CH2:1][O:8][C:9]2[CH:14]=[CH:13][C:12]([C:25]3[CH:26]=[C:27]4[C:31](=[CH:32][C:33]=3[C:9]3[CH:10]=[CH:11][C:49]([O:52][CH2:53][C:54]5[CH:6]=[CH:7][CH:2]=[CH:3][CH:4]=5)=[CH:50][CH:14]=3)[N:30]([CH2:35][O:36][CH2:37][CH2:38][Si:39]([CH3:42])([CH3:41])[CH3:40])[N:29]=[C:28]4[NH:43][C:44](=[O:48])[CH2:45][CH2:46][CH3:47])=[CH:11][CH:10]=2)[CH:7]=[CH:6][CH:5]=[CH:4][CH:3]=1 |f:1.2.3,^1:65,67,86,105|. Procedure: 1.9 g of 4-benzyloxyphenylboronic acid, 1.63 g of sodium carbonate in 20 cm3 of distilled water and 500 mg of tetrakis(triphenylphosphine)palladium are added to 1.35 g of N-[5,6-dibromo-1-[[2-(trimethylsilyl)ethoxy]methyl]-1H-indazol-3-yl]butanamide, described in Example 70, in 100 cm3 of dioxane. The mixture is refluxed for 18 hours, the temperature is then allowed to return to room temperature to add 100 cm3 of ethyl acetate and 100 cm3 of water, and the reaction medium is filtered through a s... The reactants are OC1=C(C(=O)O)C=C(C=C1)O (2,5-dihydroxybenzoic acid), Cl (hydrochloric acid), C([O-])([O-])=O.[K+].[K+] (potassium carbonate), C(C(C)C)Br (isobutyl bromide). As a reaction SMILES: [OH:1][C:2]1[CH:10]=[CH:9][C:8]([OH:11])=[CH:7][C:3]=1[C:4]([OH:6])=[O:5].C(=O)([O-])[O-].[K+].[K+].[CH2:18](Br)[CH:19]([CH3:21])[CH3:20].Cl>CN(C)C=O.O.C(OCC)(=O)C>[CH2:18]([O:1][C:2]1[CH:10]=[CH:9][C:8]([O:11][CH2:2][CH:3]([CH3:7])[CH3:4])=[CH:7][C:3]=1[C:4]([O:6][CH2:18][CH:19]([CH3:21])[CH3:20])=[O:5])[CH:19]([CH3:21])[CH3:20] |f:1.2.3|. Run at temperature 110 celsius, time 6 hour. The product is C(C(C)C)OC1=C(C(=O)OCC(C)C)C=C(C=C1)OCC(C)C (isobutyl 2,5-diisobutoxybenzoate). Reported procedure: In 200 ml of N,N-dimethylformamide are suspended 10 g of 2,5-dihydroxybenzoic acid, 148 g of potassium carbonate and 106 ml of isobutyl bromide. The mixture is stirred at 110° C. for 6 hours. The reaction mixture is added to a mixture of ethyl acetate and water, pH is adjusted to 2 with 6 mol/L hydrochloric acid, and the organic layer is separated. The organic layer is washed with water and saturated aqueous solution of sodium chloride successively and dried over anhydrous magnesium sulfate, and... Solvent: O (water), C(C)(=O)OCC (ethyl acetate), CN(C=O)C (N,N-dimethylformamide).